describe an organic reaction: reactants, conditions, products, and yield From a dataset of the Open Reaction Database (ORD), a public repository of structured organic reaction records. Starting materials: ClC1=CC=CC2=C1C(N1[C@H](C=3N2C=NC3C=3SC=C(N3)CN3CCCC3)CCC1)=O ((S)-8-chloro-1-(4-pyrrolidin-1-ylmethyl-thiazol-2-yl)-11,12,13,13a-tetrahydro-9H-imidazo-[1,5-a]pyrrolo[2,1-c][1,4]benzodiazepin-9-one), Cl (hydrochloric acid). Solvent: O (water). Conditions: time 1 hour. Product: Cl.ClC1=CC=CC2=C1C(N1[C@H](C=3N2C=NC3C=3SC=C(N3)CN3CCCC3)CCC1)=O ((S)-8-chloro-1-(4-pyrrolidin-1-ylmethyl-thiazol-2-yl)-11,12,13,13a-tetrahydro-9H-imidazo[1,5-a]pyrrolo[2,1-c][1,4]benzodiazepin-9-one hydrochloride). Yield: 199.4%. RXN SMILES: [Cl:1][C:2]1[C:7]2[C:8](=[O:30])[N:9]3[CH2:29][CH2:28][CH2:27][C@H:10]3[C:11]3[N:12]([CH:13]=[N:14][C:15]=3[C:16]3[S:17][CH:18]=[C:19]([CH2:21][N:22]4[CH2:26][CH2:25][CH2:24][CH2:23]4)[N:20]=3)[C:6]=2[CH:5]=[CH:4][CH:3]=1.Cl>O>[ClH:1].[Cl:1][C:2]1[C:7]2[C:8](=[O:30])[N:9]3[CH2:29][CH2:28][CH2:27][C@H:10]3[C:11]3[N:12]([CH:13]=[N:14][C:15]=3[C:16]3[S:17][CH:18]=[C:19]([CH2:21][N:22]4[CH2:23][CH2:24][CH2:25][CH2:26]4)[N:20]=3)[C:6]=2[CH:5]=[CH:4][CH:3]=1 |f:3.4|. Reported procedure: 0.56 g (0.0012 mol) (S)-8-chloro-1-(4-pyrrolidin-1-ylmethyl-thiazol-2-yl)-11,12,13,13a-tetrahydro-9H-imidazo-[1,5-a]pyrrolo[2,1-c][1,4]benzodiazepin-9-one was suspended in 10 ml of water and treated with 12 ml of 0.1N (0.0012 mol) aqueous hydrochloric acid. After stirring at room temperature for 1 hr. the mixture was filtered and the filtrate was lyophilized. There was obtained 0.57 g (93%) of (S)-8-chloro-1-(4-pyrrolidin-1-ylmethyl-thiazol-2-yl)-11,12,13,13a-tetrahydro-9H-imidazo[1,5-a]pyrrolo[... The reactants are C[Si](C)(C)N=C=O (trimethylsilyl isocyanate), C1CCN2CCC(CC12)C1=CNC2=CC=C(C=C12)N (3-(octahydroindolizin-7-yl)-5-amino-1H-indole), CN(C=O)C (dimethylformamide). Run at time 24 hour. The product is CNC(=O)NC=1C=C2C(=CNC2=CC1)C1CCN2CCCC2C1 (N-methyl-N'-(3-(octahydroindolizin-7-yl)-1H-indol-5-yl)urea). RXN SMILES: C[Si](N=C=O)(C)C.[CH2:8]1[CH:16]2[N:11]([CH2:12][CH2:13][CH:14]([C:17]3[C:25]4[C:20](=[CH:21][CH:22]=[C:23]([NH2:26])[CH:24]=4)[NH:19][CH:18]=3)[CH2:15]2)[CH2:10][CH2:9]1.[CH3:27][N:28](C)[CH:29]=[O:30]>>[CH3:27][NH:28][C:29]([NH:26][C:23]1[CH:24]=[C:25]2[C:20](=[CH:21][CH:22]=1)[NH:19][CH:18]=[C:17]2[CH:14]1[CH2:15][CH:16]2[N:11]([CH2:10][CH2:9][CH2:8]2)[CH2:12][CH2:13]1)=[O:30]. Procedure: The trimethylsilyl isocyanate (288 mg, 2.50 mmol) was added to a solution of 3-(octahydroindolizin-7-yl)-5-amino-1H-indole (322 mg, 1.26 mmol) in 5 ml of dimethylformamide. The reaction was stirred at room temperature for 24 hours. TLC indicated consumption of starting material so the reaction was concentrated to give a purple foam which solidified. This material was chromatographed on a FLUORISIL™ column using 20% methanol in methylene chloride (ammonium hydroxide) as solvent to give 164 mg of ... Starting materials: BrCCOCC1=CC=CC=C1 (benzyl 2-bromoethyl ether), C1(CCC1)C(=O)OCC (ethyl cyclobutanecarboxylate), C(C)(C)[N-]C(C)C.[Li+] (lithium diisopropylamide). Solvent: O1CCCC1 (tetrahydrofuran), O1CCCC1 (tetrahydrofuran), O1CCCC1 (tetrahydrofuran). Conditions: temperature 0 celsius. Product: C(C1=CC=CC=C1)OCCC1(CCC1)C(=O)OCC (ethyl 1-[2-(benzyloxy)ethyl]cyclobutanecarboxylate). Isolated yield 71.3%. As a reaction SMILES: [CH:1]1([C:5]([O:7][CH2:8][CH3:9])=[O:6])[CH2:4][CH2:3][CH2:2]1.C([N-]C(C)C)(C)C.[Li+].Br[CH2:19][CH2:20][O:21][CH2:22][C:23]1[CH:28]=[CH:27][CH:26]=[CH:25][CH:24]=1>O1CCCC1>[CH2:22]([O:21][CH2:20][CH2:19][C:1]1([C:5]([O:7][CH2:8][CH3:9])=[O:6])[CH2:4][CH2:3][CH2:2]1)[C:23]1[CH:28]=[CH:27][CH:26]=[CH:25][CH:24]=1 |f:1.2|. Procedure details: A solution of 3.0 g (23 mmol) of ethyl cyclobutanecarboxylate in 10 mL of tetrahydrofuran was added to a −78° C. solution of 25.74 mmol of lithium diisopropylamide in 45 ml tetrahydrofuran. The reaction was warmed to 0° C. over 15 min and then cooled to −78° C., followed by the addition of 3.64 mL (25.74 mmol) of benzyl 2-bromoethyl ether in 10 mL of tetrahydrofuran. The reaction was gradually warmed to room temperature over 16 h and then quenched with 20 mL of saturated ammonium chloride. The r...